From a dataset of the Open Reaction Database (ORD), a public repository of structured organic reaction records. describe an organic reaction: reactants, conditions, products, and yield Reactants: NC=1C=2C(N=CN1)=NSN2 (7-amino[1,2,5]thiadiazolo[3,4-d]pyrimidine), CCCCCC (hexane), product, ClC1=C(CN)C(=CC=C1)F (2-chloro-6-fluorobenzylamine), O (water). Solvent: C(Cl)(Cl)Cl.CO (chloroform methanol). Reaction conditions: temperature 105 celsius. Yields the product ClC1=C(CNC=2C=3C(N=CN2)=NSN3)C(=CC=C1)F (7-(2-Chloro-6-fluorobenzylamino)[1,2,5]thiadiazolo[3,4-d]pyrimidine). RXN SMILES: [NH2:1][C:2]1[C:3]2[C:4](=[N:8][S:9][N:10]=2)[N:5]=[CH:6][N:7]=1.[Cl:11][C:12]1[CH:19]=[CH:18][CH:17]=[C:16]([F:20])[C:13]=1[CH2:14]N.O.CCCCCC>C(Cl)(Cl)Cl.CO>[Cl:11][C:12]1[CH:19]=[CH:18][CH:17]=[C:16]([F:20])[C:13]=1[CH2:14][NH:1][C:2]1[C:3]2[C:4](=[N:8][S:9][N:10]=2)[N:5]=[CH:6][N:7]=1 |f:4.5|. Procedure details: A flask was charged with 1.54 g. (0.01 mole) of 7-amino[1,2,5]thiadiazolo[3,4-d]pyrimidine prepared by the process set forth in Example 1 and 4.0 g. (0.025 mole) of 2-chloro-6-fluorobenzylamine prepared by the process set forth in Example 2. The suspension was stirred and heated at 105° C. for 18 hours. Ten ml. water and 20 ml. hexane were added in one portion and the resulting solid collected by filtration. The cake was washed with hexane and dried at 50° C. in vacuo to afford 2.86 g. (97%) of ... Reported procedure: To a 400 L glass-lined reactor equipped with overhead agitation, jacket temperature control, and a nitrogen inlet was added (4-(benzyloxy)phenyl)hydrazine hydrochloride (21.08 kg, 1.000 mole equiv.), ethyl 2-(2-morpholinocyclopent-2-enylidene)acetate (22.02 kg, 1.104 mole equiv.), ethanol (51.2 kg, 2.429 mass equiv.), and acetic acid (36.8 kg, 1.746 mass eq.). After the reactor contents are allowed to stand for 10 minutes, agitation and then heating to 60′C to 65° C. (60° C. target) was started.... The product is C(C1=CC=CC=C1)OC1=CC=2C3=C(NC2C=C1)C(CC3)=CC(=O)OCC (Ethyl 2-(7-(Benzyloxy)-1,2-dihydrocyclopenta[b]indol-3(4H)-ylidene)acetate). The solvent is C(C)(=O)O (acetic acid), C(C)O (ethanol). Reaction conditions: temperature 60 celsius, time 10 minute. Reactants: hydrazone, Cl.C(C1=CC=CC=C1)OC1=CC=C(C=C1)NN ((4-(benzyloxy)phenyl)hydrazine hydrochloride), O1CCN(CC1)C=1C(CCC1)=CC(=O)OCC (ethyl 2-(2-morpholinocyclopent-2-enylidene)acetate), imine, O1CCN(CC1)C=1C(CCC1)=CC(=O)OCC (ethyl 2-(2-morpholinocyclopent-2-enylidene)acetate), hydrazone, imine, C(=O)(C(F)(F)F)O (TFA), C(C1=CC=CC=C1)OC1=CC=C(C=C1)NN ((4-(benzyloxy)phenyl)hydrazine), C(C1=CC=CC=C1)OC1=CC=C(C=C1)NN ((4-(benzyloxy)phenyl)hydrazine). Reaction SMILES: Cl.[CH2:2]([O:9][C:10]1[CH:15]=[CH:14][C:13]([NH:16]N)=[CH:12][CH:11]=1)[C:3]1[CH:8]=[CH:7][CH:6]=[CH:5][CH:4]=1.O1CCN([C:24]2[C:25](=[CH:29][C:30]([O:32][CH2:33][CH3:34])=[O:31])[CH2:26][CH2:27][CH:28]=2)CC1.C(OC1C=CC(NN)=CC=1)C1C=CC=CC=1.C(O)(C(F)(F)F)=O>C(O)(=O)C.C(O)C>[CH2:2]([O:9][C:10]1[CH:15]=[CH:14][C:13]2[NH:16][C:24]3[C:25](=[CH:29][C:30]([O:32][CH2:33][CH3:34])=[O:31])[CH2:26][CH2:27][C:28]=3[C:12]=2[CH:11]=1)[C:3]1[CH:8]=[CH:7][CH:6]=[CH:5][CH:4]=1 |f:0.1|. Reactants: O=N[O-], CC(C)c1cc(-c2ccc(NC(=O)Nc3cccc(C(F)(F)F)c3)cc2)c2c(N)nn(C)c2n1, [Na+], O=S(=O)(O)O. Product: CC(C)c1cc(-c2ccc(NC(=O)Nc3cccc(C(F)(F)F)c3)cc2)c2cnn(C)c2n1. Reaction SMILES: [N:40]([O-:41])=[O:42].[NH2:1][c:2]1[n:3][n:4]([CH3:34])[c:5]2[n:6][c:7]([CH:31]([CH3:32])[CH3:33])[cH:8][c:9](-[c:11]3[cH:12][cH:13][c:14]([NH:17][C:18](=[O:19])[NH:20][c:21]4[cH:22][c:23]([C:27]([F:28])([F:29])[F:30])[cH:24][cH:25][cH:26]4)[cH:15][cH:16]3)[c:10]12.[Na+:43].[S:35](=[O:36])(=[O:37])([OH:38])[OH:39]>>[cH:2]1[n:3][n:4]([CH3:34])[c:5]2[n:6][c:7]([CH:31]([CH3:32])[CH3:33])[cH:8][c:9](-[c:11]3[cH:12][cH:13][c:14]([NH:17][C:18](=[O:19])[NH:20][c:21]4[cH:22][c:23]([C:27]([F:28])([F:29])[F:30])[cH:24][cH:25][cH:26]4)[cH:15][cH:16]3)[c:10]12.